describe an organic reaction: reactants, conditions, products, and yield From a dataset of the Open Reaction Database (ORD), a public repository of structured organic reaction records. Procedure details: To a solution of 0.39 g. (0.001 mole) of 7-chloro-2-[(1-carboxyethylidene)hydrazino]-5-phenyl-3H-1,4-benzodiazepine is added 0.164 g. (0.0011 mole) of 3-methyl-1-p-tolyltriazene. After standing at room temperature (22°-25° C.) overnight, the solution is concentrated, then diluted with ether, filtered and evaporated to give a solid. This solid is redissolved in chloroform, diluted with ether and pentane to give .17 g. of 7-chloro-2-[[1-(merhoxycarbonyl)ethylidene]hydrazino]-5-phenyl-3H-1,4-benzod... Reactants: ClC=1C=CC2=C(C(=NCC(=N2)NN=C(C)C(=O)O)C2=CC=CC=C2)C1 (7-chloro-2-[(1-carboxyethylidene)hydrazino]-5-phenyl-3H-1,4-benzodiazepine), CNN=NC1=CC=C(C=C1)C (3-methyl-1-p-tolyltriazene), 7-chloro-2-[[1-(merhoxycarbonyl)ethylidene]hydrazino]-5-phenyl-3H-1,4-benzodiazepine. The product is ClC=1C=CC2=C(C(=NCC(=N2)NN=C(C)C(=O)OC)C2=CC=CC=C2)C1 (7-Chloro-2-[[1-(methoxycarbonyl)ethylidene]-hydrazino]-5-phenyl-3H-1,4-benzodiazepine). As a reaction SMILES: [Cl:1][C:2]1[CH:3]=[CH:4][C:5]2[N:11]=[C:10]([NH:12][N:13]=[C:14]([C:16]([OH:18])=[O:17])[CH3:15])[CH2:9][N:8]=[C:7]([C:19]3[CH:24]=[CH:23][CH:22]=[CH:21][CH:20]=3)[C:6]=2[CH:25]=1.[CH3:26]NN=NC1C=CC(C)=CC=1>C(Cl)(Cl)Cl.CCOCC.CCCCC>[Cl:1][C:2]1[CH:3]=[CH:4][C:5]2[N:11]=[C:10]([NH:12][N:13]=[C:14]([C:16]([O:18][CH3:26])=[O:17])[CH3:15])[CH2:9][N:8]=[C:7]([C:19]3[CH:20]=[CH:21][CH:22]=[CH:23][CH:24]=3)[C:6]=2[CH:25]=1. Solvent: C(Cl)(Cl)Cl (chloroform), CCOCC (ether), CCCCC (pentane). The reactants are [Br-], COC(C)(C)C, CC[Mg+], C1CCOC1, O=Cc1ccccc1Cl, Clc1ccccc1I, Cl. The product is OC(c1ccccc1Cl)c1ccccc1Cl. As a reaction SMILES: [Br-:9].[C:28]([O:29][CH3:30])([CH3:31])([CH3:32])[CH3:33].[CH2:10]([Mg+:11])[CH3:12].[CH2:23]1[O:24][CH2:25][CH2:26][CH2:27]1.[Cl:13][c:14]1[c:15]([CH:16]=[O:17])[cH:18][cH:19][cH:20][cH:21]1.[Cl:1][c:2]1[c:3]([I:8])[cH:4][cH:5][cH:6][cH:7]1.[ClH:22]>>[Cl:1][c:2]1[c:3]([CH:16]([c:15]2[c:14]([Cl:13])[cH:21][cH:20][cH:19][cH:18]2)[OH:17])[cH:4][cH:5][cH:6][cH:7]1. Reactants: ice water, BrC(C(S(=O)(=O)C1=CC=CC=C1)C1=C(C=C(C=C1)Cl)Cl)C(C(C)(C)C)=O (2-bromo-1-(2,4-dichlorophenyl)-4,4-dimethyl-1-phenylsulfonylpentan-3-one), [OH-].[K+] (potassium hydroxide). Solvent: O1CCCC1 (tetrahydrofuran), O (water). Conditions: time 3 hour. The product is ClC1=C(C=CC(=C1)Cl)C(=CC(C(C)(C)C)=O)S(=O)(=O)C1=CC=CC=C1 (1-(2,4-dichlorophenyl)-4,4-dimethyl-1-phenylsulfonyl-1-penten-3-one). Yield: 97.9%. RXN SMILES: Br[CH:2]([C:21](=[O:26])[C:22]([CH3:25])([CH3:24])[CH3:23])[CH:3]([C:13]1[CH:18]=[CH:17][C:16]([Cl:19])=[CH:15][C:14]=1[Cl:20])[S:4]([C:7]1[CH:12]=[CH:11][CH:10]=[CH:9][CH:8]=1)(=[O:6])=[O:5].[OH-].[K+]>O1CCCC1.O>[Cl:20][C:14]1[CH:15]=[C:16]([Cl:19])[CH:17]=[CH:18][C:13]=1[C:3]([S:4]([C:7]1[CH:8]=[CH:9][CH:10]=[CH:11][CH:12]=1)(=[O:6])=[O:5])=[CH:2][C:21](=[O:26])[C:22]([CH3:25])([CH3:24])[CH3:23] |f:1.2|. Procedure: To a solution of 4.44 g of 2-bromo-1-(2,4-dichlorophenyl)-4,4-dimethyl-1-phenylsulfonylpentan-3-one in 50 ml of tetrahydrofuran, a solution of 0.56 g of potassium hydroxide in 30 ml of water was added dropwise and vigorously stirred for 3 hours. The reaction mixture was combined with 100 ml of ice water, and extracted with 100 ml of chloroform. The organic solvent layer was washed twice with water, dried over anhydrous sodium sulfate, and evaporated under reduced pressure to give 3.61 g of 1-(2,... Starting materials: ClC(Cl)Cl (trichloromethane), CN(C)C(C(=O)O)CCC (Dimethylamino-pentanoic acid), S(=O)(Cl)Cl (thionyl chloride), CNC1=CC=C(C(=C1C(=O)N)OC)OC (6-methylamino-2,3-dimethoxybenzamide). Run at temperature 57.5 celsius, time 90 minute. Yields the product CN(CCCCC=1N(C2=CC=C(C(=C2C(N1)=O)OC)OC)C)C (2-(4-Dimethylamino-butyl)-5,6-dimethoxy-1-methyl-1H-quinazoline-4-one). As a reaction SMILES: [CH3:1][N:2]([CH:4]([CH2:8][CH2:9][CH3:10])C(O)=O)[CH3:3].S(Cl)(Cl)=O.[CH3:15][NH:16][C:17]1[C:22]([C:23]([NH2:25])=[O:24])=[C:21]([O:26][CH3:27])[C:20]([O:28][CH3:29])=[CH:19][CH:18]=1.Cl[CH:31](Cl)Cl>>[CH3:1][N:2]([CH3:3])[CH2:4][CH2:8][CH2:9][CH2:10][C:15]1[N:16]([CH3:31])[C:17]2[C:22]([C:23](=[O:24])[N:25]=1)=[C:21]([O:26][CH3:27])[C:20]([O:28][CH3:29])=[CH:19][CH:18]=2. Procedure details: 3.80 g (20.9 mmol) Dimethylamino-pentanoic acid were added to 25 ml thionyl chloride and stirred for 90 min. at 55-60° C. The remaining thionyl chloride was distilled in vacuum and the residue was added to a solution of 2.00 g (11.1 mmol) 6-methylamino-2,3-dimethoxybenzamide dissolved in 30 ml trichloromethane at 0° C. The mixture was boiled for 2 h and stirred overnight at room temperature. After filtration the residue was dissolved in trichloromethane and saturated sodium bicarbonate solution....